Dataset: the Open Reaction Database (ORD), a public repository of structured organic reaction records. Task: describe an organic reaction: reactants, conditions, products, and yield The reactants are BrC=1C=C2C(=C(C=NC2=CC1)C(C(C)C)=O)NC1=CC=C(C=C1)CN(C)C (1-(6-bromo-4-(4-((dimethylamino)methyl)phenylamino)quinolin-3-yl)-2-methylpropan-1-one), ClC1=C(C(=CC(=C1)B1OC(C(O1)(C)C)(C)C)Cl)O (2,6-dichloro-4-(4,4,5,5-tetramethyl-1,3,2-dioxaborolan-2-yl)phenol). The product is ClC=1C=C(C=C(C1O)Cl)C=1C=C2C(=C(C=NC2=CC1)C(C(C)C)=O)NC1=CC=C(C=C1)CN(C)C (1-(6-(3,5-dichloro-4-hydroxyphenyl)-4-(4-((dimethylamino)methyl)phenylamino)quinolin-3-yl)-2-methylpropan-1-one). The yield is 61.3%. Reaction SMILES: Br[C:2]1[CH:3]=[C:4]2[C:9](=[CH:10][CH:11]=1)[N:8]=[CH:7][C:6]([C:12](=[O:16])[CH:13]([CH3:15])[CH3:14])=[C:5]2[NH:17][C:18]1[CH:23]=[CH:22][C:21]([CH2:24][N:25]([CH3:27])[CH3:26])=[CH:20][CH:19]=1.[Cl:28][C:29]1[CH:34]=[C:33](B2OC(C)(C)C(C)(C)O2)[CH:32]=[C:31]([Cl:44])[C:30]=1[OH:45]>>[Cl:28][C:29]1[CH:34]=[C:33]([C:2]2[CH:3]=[C:4]3[C:9](=[CH:10][CH:11]=2)[N:8]=[CH:7][C:6]([C:12](=[O:16])[CH:13]([CH3:15])[CH3:14])=[C:5]3[NH:17][C:18]2[CH:23]=[CH:22][C:21]([CH2:24][N:25]([CH3:27])[CH3:26])=[CH:20][CH:19]=2)[CH:32]=[C:31]([Cl:44])[C:30]=1[OH:45]. Procedure: Following general procedure D, 1-(6-bromo-4-(4-((dimethylamino)methyl)phenylamino)quinolin-3-yl)-2-methylpropan-1-one (80 mg, 0.186 mmol) was reacted with 2,6-dichloro-4-(4,4,5,5-tetramethyl-1,3,2-dioxaborolan-2-yl)phenol (84 mg, 0.291 mmol) to afford the desired product (58 mg, 61%) as a yellow-green solid: 1H NMR (300 MHz, CD3OD) δ 9.09 (s, 1H), 7.90 (s, 2H), 7.74 (s, 1H), 7.42 (d, J=8.4 Hz, 2H), 7.20 (d, J=8.1 Hz, 2H), 7.10 (s, 2H), 3.81 (m, 3H), 2.41 (s, 6H), 1.24 (d, J=6.6, 6H), ESI MS m/z ... Reactants: C1(=CC=CC=C1)S(=O)(=O)N1C(=CC2=CC(=CC=C12)SC)C=1OC=NN1 (1-benzenesulfonyl-5-methylthio-2-([1,3,4]oxadiazol-2-yl)-1H-indole), OOS(=O)[O-].[K+] (OXONE), O1CCCC1 (tetrahydrofuran), O (water). Reaction conditions: temperature 0 celsius, time 4 hour. The product is C1(=CC=CC=C1)S(=O)(=O)N1C(=CC2=CC(=CC=C12)S(=O)(=O)C)C=1OC=NN1 (1-benzenesulfonyl-5-methanesulfonyl-2-([1,3,4]oxadiazol-2-yl)indole). Reaction SMILES: [C:1]1([S:7]([N:10]2[C:18]3[C:13](=[CH:14][C:15](SC)=[CH:16][CH:17]=3)[CH:12]=[C:11]2[C:21]2[O:22][CH:23]=[N:24][N:25]=2)(=O)=[O:8])[CH:6]=[CH:5][CH:4]=[CH:3][CH:2]=1.O[O:27][S:28]([O-:30])=O.[K+].[OH2:32].O1CCC[CH2:34]1>>[C:1]1([S:7]([N:10]2[C:18]3[C:13](=[CH:14][C:15]([S:28]([CH3:34])(=[O:30])=[O:27])=[CH:16][CH:17]=3)[CH:12]=[C:11]2[C:21]2[O:22][CH:23]=[N:24][N:25]=2)(=[O:8])=[O:32])[CH:6]=[CH:5][CH:4]=[CH:3][CH:2]=1 |f:1.2|. Reported procedure: To a solution of the compound obtained in Example 4 (1) (265 mg) in tetrahydrofuran (7 ml), an aqueous solution (3.5 ml) of OXONE (registered trademark) (970 mg) was added dropwise and the mixture was stirred at 0° C. for 4 hours. To the reaction solution was added water, the mixture was extracted with ethyl acetate, dried over anhydrous magnesium sulfate, filtered and concentrated under reduced pressure. The resulting residue was separated using silica gel column chromatography (hexane:ethyl ac... Starting materials: FC=1C=C2C=C(NC2=CC1)C(=O)OCC (ethyl 5-fluoro-1H-indole-2-carboxylate), CC=1C=CC(=NC1)OCCO (2-(5-methylpyridin-2-yloxy)ethanol). Product: FC=1C=C2C=C(N(C2=CC1)CCOC1=NC=C(C=C1)C)C(=O)OCC (ethyl 5-fluoro-1-[2-[(5-methylpyridin-2-yl)oxy]-ethyl]-1H-indole-2-carboxylate). RXN SMILES: [F:1][C:2]1[CH:3]=[C:4]2[C:8](=[CH:9][CH:10]=1)[NH:7][C:6]([C:11]([O:13][CH2:14][CH3:15])=[O:12])=[CH:5]2.[CH3:16][C:17]1[CH:18]=[CH:19][C:20]([O:23][CH2:24][CH2:25]O)=[N:21][CH:22]=1>>[F:1][C:2]1[CH:3]=[C:4]2[C:8](=[CH:9][CH:10]=1)[N:7]([CH2:25][CH2:24][O:23][C:20]1[CH:19]=[CH:18][C:17]([CH3:16])=[CH:22][N:21]=1)[C:6]([C:11]([O:13][CH2:14][CH3:15])=[O:12])=[CH:5]2. Reported procedure: The ethyl 5-fluoro-1-[2-[(5-methylpyridin-2-yl)oxy]-ethyl]-1H-indole-2-carboxylate intermediate is prepared in a manner similar to the method described in Example 18.1, from ethyl 5-fluoro-1H-indole-2-carboxylate and 2-(5-methylpyridin-2-yloxy)ethanol prepared in the preceding step. Starting materials: NC1=C(C=C(C=C1C1C=CCC1)Br)S(=O)(=O)O (2-amino-5-bromo-3-cyclopent-2-en-1-ylbenzenesulphonic acid), CO (methanol), C(C)(=O)O (acetic acid). Reagents/catalysts: [Pd] (palladium-on-charcoal). The solvent is O (water). Run at temperature 50 celsius. Product: NC1=C(C=CC=C1C1CCCC1)S(=O)(=O)O (2-amino-3-cyclopentylbenzenesulphonic acid). RXN SMILES: [NH2:1][C:2]1[C:7]([CH:8]2[CH2:12][CH2:11][CH:10]=[CH:9]2)=[CH:6][C:5](Br)=[CH:4][C:3]=1[S:14]([OH:17])(=[O:16])=[O:15].CO.C(O)(=O)C>[Pd].O>[NH2:1][C:2]1[C:7]([CH:8]2[CH2:9][CH2:10][CH2:11][CH2:12]2)=[CH:6][CH:5]=[CH:4][C:3]=1[S:14]([OH:17])(=[O:15])=[O:16]. Procedure: 9.6 g (30.3 mmol) of 2-amino-5-bromo-3-cyclopent-2-en-1-ylbenzenesulphonic acid are placed in a Parr apparatus and 1 g of 10% palladium-on-charcoal, 80 ml of methanol, 10 ml of acetic acid and 50 ml of water are added. The reaction medium is heated to 50° C. under a pressure of 0.35 MPa (50 psi). It is filtered through Celite, the filtrate is concentrated under reduced pressure and the residue thus obtained is crystallized from a methanol/pentane mixture. The reactants are CCI, CN(C)C=O, [H-], [Na+], O, Cc1c(C)c2c(c(C)c1O)CCC(C)(COc1ccc([N+](=O)[O-])cc1)O2, c1ccccc1. Yields the product CCOc1c(C)c(C)c2c(c1C)CCC(C)(COc1ccc([N+](=O)[O-])cc1)O2. RXN SMILES: [CH2:34]([CH3:35])[I:36].[CH3:29][N:30]([CH3:31])[CH:32]=[O:33].[H-:1].[Na+:2].[OH2:37].[OH:3][c:4]1[c:5]([CH3:28])[c:6]2[c:11]([c:12]([CH3:15])[c:13]1[CH3:14])[O:10][C:9]([CH2:16][O:17][c:18]1[cH:19][cH:20][c:21]([N+:24](=[O:25])[O-:26])[cH:22][cH:23]1)([CH3:27])[CH2:8][CH2:7]2.[cH:38]1[cH:39][cH:40][cH:41][cH:42][cH:43]1>>[O:3]([c:4]1[c:5]([CH3:28])[c:6]2[c:11]([c:12]([CH3:15])[c:13]1[CH3:14])[O:10][C:9]([CH2:16][O:17][c:18]1[cH:19][cH:20][c:21]([N+:24](=[O:25])[O-:26])[cH:22][cH:23]1)([CH3:27])[CH2:8][CH2:7]2)[CH2:34][CH3:35]. The reactants are Fmoc-Xaa-OH, CN(C)C(=[N+](C)C)ON1C2=C(C=CC=C2)N=N1.[B-](F)(F)(F)F (TBTU), OC1=CC=CC=2NN=NC21 (HOBt), CCN(C(C)C)C(C)C (DIEA), amine peptide. The solvent is CN1CCCC1=O (NMP). Run at time 60 minute. Yields the product CN(C)C(=[N+](C)C)ON1C2=C(C=CC=C2)N=N1.[B-](F)(F)(F)F.C=1C=CC2=C(C1)N=NN2O (TBTU HOBt). RXN SMILES: [CH3:1][N:2]([C:4]([O:8][N:9]1[N:17]=[N:16][C:11]2[CH:12]=[CH:13][CH:14]=[CH:15][C:10]1=2)=[N+:5]([CH3:7])[CH3:6])[CH3:3].[B-:18]([F:22])([F:21])([F:20])[F:19].OC1C2N=NNC=2C=CC=1.CCN(C(C)C)C(C)C>CN1C(=O)CCC1>[CH3:7][N:5]([C:4]([O:8][N:9]1[N:17]=[N:16][C:11]2[CH:12]=[CH:13][CH:14]=[CH:15][C:10]1=2)=[N+:2]([CH3:1])[CH3:3])[CH3:6].[B-:18]([F:22])([F:21])([F:20])[F:19].[CH:13]1[CH:14]=[CH:15][C:10]2[N:9]([OH:8])[N:17]=[N:16][C:11]=2[CH:12]=1 |f:0.1,5.6.7|. Reported procedure: A solution of Fmoc-Xaa-OH (2 eq.), TBTU (2 eq.), HOBt (hydroxybenzotriazole) (2 eq.), DIEA (5.2 eq.) in NMP was added to the resin-bound free amine peptide and shaken for 60 min at room temperature and washed with NMP (5×). The reactants are BrC(Br)(Br)Br, COCCCc1ccccc1-c1cc(C(F)(F)F)c(CO)cn1, ClCCl. Product: COCCCc1ccccc1-c1cc(C(F)(F)F)c(CBr)cn1. As a reaction SMILES: [Br:24][C:25]([Br:26])([Br:27])[Br:28].[CH3:1][O:2][CH2:3][CH2:4][CH2:5][c:6]1[c:7](-[c:12]2[cH:13][c:14]([C:20]([F:21])([F:22])[F:23])[c:15]([CH2:18][OH:19])[cH:16][n:17]2)[cH:8][cH:9][cH:10][cH:11]1.[Cl:29][CH2:30][Cl:31]>>[CH3:1][O:2][CH2:3][CH2:4][CH2:5][c:6]1[c:7](-[c:12]2[cH:13][c:14]([C:20]([F:21])([F:22])[F:23])[c:15]([CH2:18][Br:24])[cH:16][n:17]2)[cH:8][cH:9][cH:10][cH:11]1.